From a dataset of the Open Reaction Database (ORD), a public repository of structured organic reaction records. describe an organic reaction: reactants, conditions, products, and yield Reactants: Nc1cnc(Oc2cc3ccccc3cn2)c(Cl)c1, O=S(=O)(Cl)c1ccc(F)cc1Cl. Product: O=S(=O)(Nc1cnc(Oc2cc3ccccc3cn2)c(Cl)c1)c1ccc(F)cc1Cl. As a reaction SMILES: [Cl:1][c:2]1[cH:3][c:4]([NH2:19])[cH:5][n:6][c:7]1[O:8][c:9]1[n:10][cH:11][c:12]2[cH:13][cH:14][cH:15][cH:16][c:17]2[cH:18]1.[Cl:20][c:21]1[c:22]([S:28](=[O:29])(=[O:30])[Cl:31])[cH:23][cH:24][c:25]([F:27])[cH:26]1>>[Cl:1][c:2]1[cH:3][c:4]([NH:19][S:28]([c:22]2[c:21]([Cl:20])[cH:26][c:25]([F:27])[cH:24][cH:23]2)(=[O:29])=[O:30])[cH:5][n:6][c:7]1[O:8][c:9]1[n:10][cH:11][c:12]2[cH:13][cH:14][cH:15][cH:16][c:17]2[cH:18]1. The yield is 58.0%. Starting materials: C(C)(C)(C)OC(=O)N1CCC2(CN(C2)CC2=CC=3N=C(N=C(C3S2)N2CCOCC2)Cl)CC1 (2-(2-chloro-4-morpholin-4-yl-thieno[3,2-d]pyrimidin-6-ylmethyl)-2,7-diaza-spiro[3.5]nonane-7-carboxylic acid tert-butyl ester), ClC=1N=C(C2=C(N1)C=C(S2)CN2CC1(C2)CCN(CC1)C)N1CCOCC1 (2-chloro-6-(7-methyl-2,7-diaza-spiro[3.5]non-2-ylmethyl)-4-morpholin-4-yl-thieno[3,2-d]pyrimidine), C(C)(C)(C)OC(=O)N1CCC2(CNC2)CC1 (2,7-diaza-spiro[3.5]-nonane-7-carboxylic acid tert-butyl ester). Procedure details: 2-(2-Chloro-4-morpholin-4-yl-thieno[3,2-d]pyrimidin-6-ylmethyl)-2,7-diaza-spiro[3.5]nonane-7-carboxylic acid tert-butyl ester was prepared according to the method used in the preparation of 2-chloro-6-(7-methyl-2,7-diaza-spiro[3.5]non-2-ylmethyl)-4-morpholin-4-yl-thieno[3,2-d]pyrimidine using 2,7-diaza-spiro[3.5]-nonane-7-carboxylic acid tert-butyl ester in place of 7-methyl-2,7-diaza-spiro[3.5]nonane. 2-(2-chloro-4-morpholin-4-yl-thieno[3,2-d]pyrimidin-6-ylmethyl)-2,7-diaza-spiro[3.5]nonane-7-c... Reaction SMILES: [Cl:1][C:2]1[N:3]=[C:4]([N:22]2[CH2:27][CH2:26][O:25][CH2:24][CH2:23]2)[C:5]2[S:10][C:9]([CH2:11][N:12]3[CH2:15][C:14]4([CH2:20][CH2:19][N:18](C)[CH2:17][CH2:16]4)[CH2:13]3)=[CH:8][C:6]=2[N:7]=1.C(OC(N1CCC2(CNC2)CC1)=O)(C)(C)C.[C:44]([O:48][C:49]([N:51]1[CH2:76][CH2:75][C:54]2([CH2:57][N:56]([CH2:58][C:59]3[S:67][C:66]4[C:65]([N:68]5[CH2:73][CH2:72][O:71][CH2:70][CH2:69]5)=[N:64][C:63]([Cl:74])=[N:62][C:61]=4[CH:60]=3)[CH2:55]2)[CH2:53][CH2:52]1)=[O:50])([CH3:47])([CH3:46])[CH3:45]>>[C:44]([O:48][C:49]([N:51]1[CH2:52][CH2:53][C:54]2([CH2:57][N:56]([CH2:58][C:59]3[S:67][C:66]4[C:65]([N:68]5[CH2:69][CH2:70][O:71][CH2:72][CH2:73]5)=[N:64][C:63]([Cl:74])=[N:62][C:61]=4[CH:60]=3)[CH2:55]2)[CH2:75][CH2:76]1)=[O:50])([CH3:47])([CH3:45])[CH3:46].[Cl:1][C:2]1[N:3]=[C:4]([N:22]2[CH2:27][CH2:26][O:25][CH2:24][CH2:23]2)[C:5]2[S:10][C:9]([CH2:11][N:12]3[CH2:13][C:14]4([CH2:20][CH2:19][NH:18][CH2:17][CH2:16]4)[CH2:15]3)=[CH:8][C:6]=2[N:7]=1. The product is C(C)(C)(C)OC(=O)N1CCC2(CN(C2)CC2=CC=3N=C(N=C(C3S2)N2CCOCC2)Cl)CC1 (2-(2-Chloro-4-morpholin-4-yl-thieno[3,2-d]pyrimidin-6-ylmethyl)-2,7-diaza-spiro[3.5]nonane-7-carboxylic acid tert-butyl ester), ClC=1N=C(C2=C(N1)C=C(S2)CN2CC1(C2)CCNCC1)N1CCOCC1 (2-Chloro-6-(2,7-diaza-spiro[3.5]non-2-ylmethyl)-4-morpholin-4-yl-thieno[3,2-d]pyrimidine). The reactants are O=C(CBr)Nc1cc(OC(F)(F)F)ccc1O, O=C([O-])[O-], CC#N, CN(C)C=O, CCOC(C)=O, [K+], [K+], O, O=C(O)C(F)(F)F. Yields the product O=C1COc2ccc(OC(F)(F)F)cc2N1. Reaction SMILES: [Br:1][CH2:2][C:3](=[O:4])[NH:5][c:6]1[c:7]([OH:17])[cH:8][cH:9][c:10]([O:12][C:13]([F:14])([F:15])[F:16])[cH:11]1.[C:18](=[O:19])([O-:20])[O-:21].[CH3:24][C:25]#[N:26].[CH3:35][N:36]([CH3:37])[CH:38]=[O:39].[CH3:40][CH2:41][O:42][C:43](=[O:44])[CH3:45].[K+:22].[K+:23].[OH2:27].[OH:28][C:29]([C:30]([F:31])([F:32])[F:33])=[O:34]>>[CH2:2]1[C:3](=[O:4])[NH:5][c:6]2[c:7]([cH:8][cH:9][c:10]([O:12][C:13]([F:14])([F:15])[F:16])[cH:11]2)[O:17]1. The reactants are CN, CN(Cc1ccc(Cl)c(Cl)c1)C(=O)C1=C(O)C(=O)N(CCCC(=O)O)C1. Yields the product CNC(=O)CCCN1CC(C(=O)N(C)Cc2ccc(Cl)c(Cl)c2)=C(O)C1=O. Reaction SMILES: [CH3:27][NH2:28].[Cl:1][c:2]1[cH:3][c:4]([CH2:5][N:6]([C:7](=[O:8])[C:9]2=[C:10]([OH:21])[C:11](=[O:20])[N:12]([CH2:14][CH2:15][CH2:16][C:17](=[O:18])[OH:19])[CH2:13]2)[CH3:22])[cH:23][cH:24][c:25]1[Cl:26]>>[Cl:1][c:2]1[cH:3][c:4]([CH2:5][N:6]([C:7](=[O:8])[C:9]2=[C:10]([OH:21])[C:11](=[O:20])[N:12]([CH2:14][CH2:15][CH2:16][C:17](=[O:19])[NH:28][CH3:27])[CH2:13]2)[CH3:22])[cH:23][cH:24][c:25]1[Cl:26]. The reactants are CC(=O)N1CCC(C(=O)N2CCC(NC(=O)N(C)c3cc(C(F)(F)F)cc(C(F)(F)F)c3)C(c3ccc(Cl)c(Cl)c3)C2)CC1, CCI. The product is CCN(C(=O)N(C)c1cc(C(F)(F)F)cc(C(F)(F)F)c1)C1CCN(C(=O)C2CCN(C(C)=O)CC2)CC1c1ccc(Cl)c(Cl)c1. As a reaction SMILES: [C:1]([CH3:2])(=[O:3])[N:4]1[CH2:5][CH2:6][CH:7]([C:10](=[O:11])[N:12]2[CH2:13][CH:14]([c:37]3[cH:38][c:39]([Cl:44])[c:40]([Cl:43])[cH:41][cH:42]3)[CH:15]([NH:18][C:19]([N:20]([CH3:21])[c:22]3[cH:23][c:24]([C:32]([F:33])([F:34])[F:35])[cH:25][c:26]([C:28]([F:29])([F:30])[F:31])[cH:27]3)=[O:36])[CH2:16][CH2:17]2)[CH2:8][CH2:9]1.[CH2:45]([CH3:46])[I:47]>>[C:1]([CH3:2])(=[O:3])[N:4]1[CH2:5][CH2:6][CH:7]([C:10](=[O:11])[N:12]2[CH2:13][CH:14]([c:37]3[cH:38][c:39]([Cl:44])[c:40]([Cl:43])[cH:41][cH:42]3)[CH:15]([N:18]([C:19]([N:20]([CH3:21])[c:22]3[cH:23][c:24]([C:32]([F:33])([F:34])[F:35])[cH:25][c:26]([C:28]([F:29])([F:30])[F:31])[cH:27]3)=[O:36])[CH2:45][CH3:46])[CH2:16][CH2:17]2)[CH2:8][CH2:9]1. The reactants are C(Cl)(Cl)Cl (chloroform), [OH-].[Na+] (sodium hydroxide), S(N)(=O)(=O)C1=CC=2C(=NC=C(C2)C(=O)O)O1 (2-sulfamoylfuro[2,3-b]pyridine-5-carboxylic acid). Reagents/catalysts: [Cu] (copper). Solvent: N1=CC=CC2=CC=CC=C12 (quinoline). Reaction conditions: temperature 225 celsius. The product is S(N)(=O)(=O)C1=CC=2C(=NC=CC2)O1 (2-Sulfamoylfuro[2,3-b]pyridine). Isolated yield 42.0%. Reaction SMILES: [S:1]([C:5]1[O:16][C:8]2=[N:9][CH:10]=[C:11](C(O)=O)[CH:12]=[C:7]2[CH:6]=1)(=[O:4])(=[O:3])[NH2:2].C(Cl)(Cl)Cl.[OH-].[Na+]>N1C2C(=CC=CC=2)C=CC=1.[Cu]>[S:1]([C:5]1[O:16][C:8]2=[N:9][CH:10]=[CH:11][CH:12]=[C:7]2[CH:6]=1)(=[O:3])(=[O:4])[NH2:2] |f:2.3|. Procedure details: A suspension of 2-sulfamoylfuro[2,3-b]pyridine-5-carboxylic acid (726 mg, 3.0 mmol) in quinoline (5 mL) containing copper dust (0.5 g) was heated under a nitrogen atmosphere at 225° C. for 3.5 hours. After cooling the reaction mixture to room temperature, chloroform and dilute sodium hydroxide solution were added. This biphasic mixture was filtered through a filter aid pad to remove black suspended material and then the basic aqueous layer was separated and acidified with conc. hydrochloric acid...